From a dataset of the Open Reaction Database (ORD), a public repository of structured organic reaction records. describe an organic reaction: reactants, conditions, products, and yield The reactants are CC[SiH](CC)CC, COC(=O)c1cc(N)nn1C, CC#N, O=Cc1cccc(Cl)c1, O=C(O)C(F)(F)F. Product: COC(=O)c1cc(NCc2cccc(Cl)c2)nn1C. As a reaction SMILES: [CH2:28]([SiH:29]([CH2:30][CH3:31])[CH2:32][CH3:33])[CH3:34].[CH3:1][O:2][C:3](=[O:4])[c:5]1[n:6]([CH3:11])[n:7][c:8]([NH2:10])[cH:9]1.[CH3:35][C:36]#[N:37].[Cl:12][c:13]1[cH:14][c:15]([CH:16]=[O:17])[cH:18][cH:19][cH:20]1.[OH:21][C:22]([C:23]([F:24])([F:25])[F:26])=[O:27]>>[CH3:1][O:2][C:3](=[O:4])[c:5]1[n:6]([CH3:11])[n:7][c:8]([NH:10][CH2:16][c:15]2[cH:14][c:13]([Cl:12])[cH:20][cH:19][cH:18]2)[cH:9]1. The reactants are C(C)N(C1=CC(=C(C=C1)NC(C1=CC(C(=O)N(CCN(CCOCCOCCOCCNC(NCCN2CCOCC2)=O)C)C)=CC=C1)=O)C1=NC=CC(=C1)C(N[C@H]1CCCC2=CC=CC=C12)=O)CC ((S)—N1-(4-(diethylamino)-2-(4-(1,2,3,4-tetrahydronaphthalen-1-ylcarbamoyl)pyridin-2-yl)phenyl)-N3-methyl-N3-(17-methyl-1-morpholino-4-oxo-8,11,14-trioxa-3,5,17-triazanonadecan-19-yl)isophthalamide), C(C)N(C1=CC(=C(C=C1)NC(=O)C=1C=C(C=CC1)C(N(CCN(CCOCCOCCOCCNC(OC1=CC=C(C=C1)[N+](=O)[O-])=O)C)C)=O)C1=NC=CC(=C1)C(N[C@H]1CCCC2=CC=CC=C12)=O)CC ((S)-4-nitrophenyl 1-(3-(4-(diethylamino)-2-(4-(1,2,3,4-tetrahydronaphthalen-1-ylcarbamoyl)pyridin-2-yl)phenylcarbamoyl)phenyl)-2,5-dimethyl-1-oxo-8,11,14-trioxa-2,5-diazahexadecan-16-ylcarbamate). Solvent: CO (methanol), CN1CCCC1=O (NMP), CO (methanol). Reaction conditions: time 3 hour. Yields the product NC(NCCOCCOCCOCCN(CCN(C(C1=CC(C(=O)NC2=C(C=C(C=C2)N(CC)CC)C2=NC=CC(=C2)C(N[C@H]2CCCC3=CC=CC=C23)=O)=CC=C1)=O)C)C)=O ((S)—N1-(1-amino-14-methyl-1-oxo-5,8,11-trioxa-2,14-diazahexadecan-16-yl)-N3-(4-(diethylamino)-2-(4-(1,2,3,4-tetrahydronaphthalen-1-ylcarbamoyl)pyridin-2-yl)phenyl)-N1-methylisophthalamide). RXN SMILES: [CH2:1]([N:3]([CH2:69][CH3:70])[C:4]1[CH:9]=[CH:8][C:7]([NH:10][C:11](=[O:49])[C:12]2[CH:48]=[CH:47][CH:46]=[C:14]([C:15]([N:17]([CH3:45])[CH2:18][CH2:19][N:20]([CH3:44])[CH2:21][CH2:22][O:23][CH2:24][CH2:25][O:26][CH2:27][CH2:28][O:29][CH2:30][CH2:31][NH:32][C:33](=[O:43])[NH:34]CCN3CCOCC3)=[O:16])[CH:13]=2)=[C:6]([C:50]2[CH:55]=[C:54]([C:56](=[O:68])[NH:57][C@@H:58]3[C:67]4[C:62](=[CH:63][CH:64]=[CH:65][CH:66]=4)[CH2:61][CH2:60][CH2:59]3)[CH:53]=[CH:52][N:51]=2)[CH:5]=1)[CH3:2].C(N(CC)C1C=CC(NC(C2C=C(C(=O)N(C)CCN(C)CCOCCOCCOCCNC(=O)OC3C=CC([N+]([O-])=O)=CC=3)C=CC=2)=O)=C(C2C=C(C(=O)N[C@@H]3C4C(=CC=CC=4)CCC3)C=CN=2)C=1)C>CO.CN1C(=O)CCC1>[NH2:34][C:33](=[O:43])[NH:32][CH2:31][CH2:30][O:29][CH2:28][CH2:27][O:26][CH2:25][CH2:24][O:23][CH2:22][CH2:21][N:20]([CH3:44])[CH2:19][CH2:18][N:17]([CH3:45])[C:15](=[O:16])[C:14]1[CH:46]=[CH:47][CH:48]=[C:12]([C:11]([NH:10][C:7]2[CH:8]=[CH:9][C:4]([N:3]([CH2:1][CH3:2])[CH2:69][CH3:70])=[CH:5][C:6]=2[C:50]2[CH:55]=[C:54]([C:56](=[O:68])[NH:57][C@@H:58]3[C:67]4[C:62](=[CH:63][CH:64]=[CH:65][CH:66]=4)[CH2:61][CH2:60][CH2:59]3)[CH:53]=[CH:52][N:51]=2)=[O:49])[CH:13]=1. Procedure details: This compound was prepared according to the procedure described for the synthesis of (S)—N1-(4-(diethylamino)-2-(4-(1,2,3,4-tetrahydronaphthalen-1-ylcarbamoyl)pyridin-2-yl)phenyl)-N3-methyl-N3-(17-methyl-1-morpholino-4-oxo-8,11,14-trioxa-3,5,17-triazanonadecan-19-yl)isophthalamide Example 223 substituting ammonia in methanol in place of 2-morpholinoethanamine. Into a 100-mL round-bottom flask, was placed a solution of (S)-4-nitrophenyl 1-(3-(4-(diethylamino)-2-(4-(1,2,3,4-tetrahydronaphthalen-1-...